This data is from the Open Reaction Database (ORD), a public repository of structured organic reaction records. The task is: describe an organic reaction: reactants, conditions, products, and yield Starting materials: C(CCC)[Li] (n-butyllithium), BrC=1SC=CN1 (2-bromothiazole), [Si](C)(C)(C(C)(C)C)O[C@@H](\C=N\[S@@](=O)C(C)(C)C)CO[Si](C)(C)C(C)(C)C ((S,E)-N—((S)-2,3-bis(tert-butyldimethylsilyloxy)propylidene)-2-methylpropane-2-sulfinamide). The solvent is CCOCC (ether), CCOCC (ether). Reaction conditions: time 30 minute. Product: [Si](C)(C)(C(C)(C)C)O[C@@H]([C@H](C=1SC=CN1)N[S@@](=O)C(C)(C)C)CO[Si](C)(C)C(C)(C)C ((S)—N-((1R,2S)-2,3-bis(tert-butyldimethylsilyloxy)-1-(thiazol-2-yl)propyl)-2-methylpropane-2-sulfinamide). Isolated yield 83.0%. Reaction SMILES: Br[C:2]1[S:3][CH:4]=[CH:5][N:6]=1.C([Li])CCC.[Si:12]([O:19][C@H:20]([CH2:29][O:30][Si:31]([C:34]([CH3:37])([CH3:36])[CH3:35])([CH3:33])[CH3:32])/[CH:21]=[N:22]/[S@:23]([C:25]([CH3:28])([CH3:27])[CH3:26])=[O:24])([C:15]([CH3:18])([CH3:17])[CH3:16])([CH3:14])[CH3:13]>CCOCC>[Si:12]([O:19][C@H:20]([CH2:29][O:30][Si:31]([C:34]([CH3:37])([CH3:36])[CH3:35])([CH3:32])[CH3:33])[C@@H:21]([NH:22][S@:23]([C:25]([CH3:26])([CH3:27])[CH3:28])=[O:24])[C:2]1[S:3][CH:4]=[CH:5][N:6]=1)([C:15]([CH3:18])([CH3:16])[CH3:17])([CH3:14])[CH3:13]. Procedure details: A solution of 2-bromothiazole (7.9 ml, 89 mmol) in 200 mL ether was cooled to −78° C. and treated with a solution of n-butyllithium (36 ml, 89 mmol) (2.5N in hexanes). After stirring for 30 minutes the reaction mixture was slowly added to a cooled (−78° C.) suspension of (S,E)-N—((S)-2,3-bis(tert-butyldimethylsilyloxy)propylidene)-2-methylpropane-2-sulfinamide (25.000 g, 59 mmol) in 100 mL ether. The reaction mixture was allowed to stir at −78° C. for one hour. The reaction mixture was quenched ... Run in CCOCC (ether). Yields the product ClC1=C(C(=CC=C1)Cl)/C=C/C1CC(CC(O1)=O)(C)O ((E)-6-[2-(2,6-Dichlorophenyl)ethenyl]-3,4,5,6-tetrahydro-4-hydroxy-4-methyl-2H-pyran-2-one). Yield: 139.5%. Reactants: C(C)(=O)OC(=C)C (2-Acetoxypropene), C[O-].C(CCC)[Sn+](CCCC)CCCC (tri-n-butyltin methoxide), ClC1=C(C=CC(=C1)Cl)C=CC=O (3-(2,4-Dichlorophenyl)propenal), C(CC(=O)O)(=O)O (malonic acid). Reaction SMILES: [C:1]([O:4][C:5]([CH3:7])=[CH2:6])(=[O:3])[CH3:2].C[O-].[CH2:10]([Sn+](CCCC)CCCC)CCC.[Cl:23][C:24]1[CH:29]=[C:28]([Cl:30])[CH:27]=[CH:26][C:25]=1C=CC=O.C(O)(=O)[CH2:36][C:37](O)=[O:38]>CCOCC>[Cl:30][C:28]1[CH:27]=[CH:26][CH:25]=[C:24]([Cl:23])[C:29]=1/[CH:10]=[CH:6]/[CH:5]1[O:4][C:1](=[O:3])[CH2:2][C:37]([OH:38])([CH3:36])[CH2:7]1 |f:1.2|. Reported procedure: 2-Acetoxypropene (3.3 ml, 30 mmole) and tri-n-butyltin methoxide (5.7 g, 24 mmole) were combined and stirred at 60°-70° C. under N2 for 1 hour then placed under vacuum for an additional 30 minutes. 3-(2,4-Dichlorophenyl)propenal (4 g, 20 mmole) was added and the reaction mixture was stirred at 70° C. under N2 for 4 hours. The clear reaction mixture was then cooled, treated with malonic acid (1 g, 10 mmole) in ether (20 ml) and refluxed for 30 minutes. After cooling to -20° C., the reaction mixtu... Conditions: temperature -20 celsius, time 1 hour. Starting materials: ClC=1C=CC=2N(C1)C(=C(N2)NC(OC(C)(C)C)=O)C (tert-Butyl (6-chloro-3-methylimidazo[1,2-a]pyridin-2-yl)carbamate), [H-].[Na+] (NaH), C1(=CC=CC=C1)S(=O)(=O)Cl (Benzenesulfonyl chloride). The solvent is CN(C)C=O (DMF). Reaction conditions: time 10 minute. Yields the product C(C)(C)(C)OC(=O)N(S(=O)(=O)C1=CC=C(C(=O)OC)C=C1)C=1N=C2N(C=C(C=C2)Cl)C1C (Methyl 4-(N-(tert-Butoxycarbonyl)-N-(6-chloro-3-methylimidazo[1,2-a]pyridin-2-yl)sulfamoyl)benzoate). Isolated yield 171.9%. As a reaction SMILES: [Cl:1][C:2]1[CH:3]=[CH:4][C:5]2[N:6]([C:8]([CH3:19])=[C:9]([NH:11][C:12](=[O:18])[O:13][C:14]([CH3:17])([CH3:16])[CH3:15])[N:10]=2)[CH:7]=1.[H-].[Na+].[C:22]1([S:28](Cl)(=[O:30])=[O:29])[CH:27]=[CH:26][CH:25]=[CH:24][CH:23]=1>CN(C=O)C>[C:14]([O:13][C:12]([N:11]([C:9]1[N:10]=[C:5]2[CH:4]=[CH:3][C:2]([Cl:1])=[CH:7][N:6]2[C:8]=1[CH3:19])[S:28]([C:22]1[CH:27]=[CH:26][C:25]([C:12]([O:13][CH3:14])=[O:18])=[CH:24][CH:23]=1)(=[O:30])=[O:29])=[O:18])([CH3:15])([CH3:16])[CH3:17] |f:1.2|. Procedure: To a solution of compound 15-B (0.563 g, 2.0 mmol) in DMF (13 mL) at 0° C. was added 60% NaH (0.096 g, 2.4 mmol) and the reaction mixture was stirred for 10 minutes. Benzenesulfonyl chloride (0.563 g, 2.4 mmol) was added and the reaction mixture was stirred at room temperature overnight. The reaction was quenched by the addition of H2O and the solution was extracted with ethyl acetate. After separation of the organic and aqueous layers a sufficient amount of water was added to remove any dissolv... Starting materials: COC1=C2C(=CNC2=CC=C1)C=O (4-MethoxyIndole-3-carboxaldehyde), CC1(OC(=O)CC(=O)O1)C (Meldrum's acid), N1CCCCC1 (piperidine), C(C)(=O)O (acetic acid). Run in C1(=CC=CC=C1)C (toluene). Conditions: time 4 hour. Product: COC1=C2C(=CNC2=CC=C1)C=C1C(OC(OC1=O)(C)C)=O (5-(4-methoxy-1H-indol-3-ylmethylene)-2,2-dimethyl-[1,3]dioxane-4,6-dione). Isolated yield 49.5%. Reaction SMILES: [CH3:1][O:2][C:3]1[CH:11]=[CH:10][CH:9]=[C:8]2[C:4]=1[C:5]([CH:12]=O)=[CH:6][NH:7]2.[CH3:14][C:15]1([CH3:23])[O:22][C:20](=[O:21])[CH2:19][C:17](=[O:18])[O:16]1.N1CCCCC1.C(O)(=O)C>C1(C)C=CC=CC=1>[CH3:1][O:2][C:3]1[CH:11]=[CH:10][CH:9]=[C:8]2[C:4]=1[C:5]([CH:12]=[C:19]1[C:20](=[O:21])[O:22][C:15]([CH3:23])([CH3:14])[O:16][C:17]1=[O:18])=[CH:6][NH:7]2. Procedure details: 4-MethoxyIndole-3-carboxaldehyde (5.0 g) and Meldrum's acid (2,2-Dimethyl-[1,3]dioxane-4,6-dione, 4.11 g) were mixed in toluene (200 ml). To this mixture was added 0.6 ml each of piperidine and acetic acid. The reaction mixture was stirred at room temperature for four hours. The precipitate was filtered and washed with toluene to afford 4.25 g of crude 5-(4-methoxy-1H-indol-3-ylmethylene)-2,2-dimethyl-[1,3]dioxane-4,6-dione as an orange solid which was used without further purification. Starting materials: ClC=1C=NC=2N(C1)N=C(C2)C(=O)O (6-chloro-pyrazolo[1,5-a]pyrimidine-2-carboxylic acid), COC=1C=C2CCNC(C2=CC1)C (6-Methoxy-1-methyl-1,2,3,4-tetrahydro-isoquinoline). The product is ClC=1C=NC=2N(C1)N=C(C2)C(=O)N2C(C1=CC=C(C=C1CC2)OC)C ((6-Chloro-pyrazolo[1,5-a]pyrimidin-2-yl)-(6-methoxy-1-methyl-3,4-dihydro-1H-isoquinolin-2-yl)-methanone). Reaction SMILES: [Cl:1][C:2]1[CH:3]=[N:4][C:5]2[N:6]([N:8]=[C:9]([C:11]([OH:13])=O)[CH:10]=2)[CH:7]=1.[CH3:14][O:15][C:16]1[CH:17]=[C:18]2[C:23](=[CH:24][CH:25]=1)[CH:22]([CH3:26])[NH:21][CH2:20][CH2:19]2>>[Cl:1][C:2]1[CH:3]=[N:4][C:5]2[N:6]([N:8]=[C:9]([C:11]([N:21]3[CH2:20][CH2:19][C:18]4[C:23](=[CH:24][CH:25]=[C:16]([O:15][CH3:14])[CH:17]=4)[CH:22]3[CH3:26])=[O:13])[CH:10]=2)[CH:7]=1. Reported procedure: In close analogy to the procedure described in Example 1, 6-chloro-pyrazolo[1,5-a]pyrimidine-2-carboxylic acid is reacted with 6-Methoxy-1-methyl-1,2,3,4-tetrahydro-isoquinoline to provide the title compound in moderate yield. The reactants are BrC=1C=C(C=CC1)CCO (2-(3-bromophenyl)ethanol), [Si](C)(C)(C(C)(C)C)Cl (tert-butyldimethylsilyl chloride), N1C=NC=C1 (imidazole), O (water). Solvent: CN(C=O)C (N,N-dimethylformamide). Reaction conditions: temperature 25 celsius, time 12 hour. Yields the product BrC=1C=C(C=CC1)CCO[Si](C)(C)C(C)(C)C ([2-(3-bromophenyl)ethoxy](tert-butyl)dimethylsilane). As a reaction SMILES: [Br:1][C:2]1[CH:3]=[C:4]([CH2:8][CH2:9][OH:10])[CH:5]=[CH:6][CH:7]=1.[Si:11](Cl)([C:14]([CH3:17])([CH3:16])[CH3:15])([CH3:13])[CH3:12].N1C=CN=C1.O>CN(C)C=O>[Br:1][C:2]1[CH:3]=[C:4]([CH2:8][CH2:9][O:10][Si:11]([C:14]([CH3:17])([CH3:16])[CH3:15])([CH3:13])[CH3:12])[CH:5]=[CH:6][CH:7]=1. Reported procedure: To a solution of 2-(3-bromophenyl)ethanol (7 g) in N,N-dimethylformamide (100 ml) were added tert-butyldimethylsilyl chloride (5.77 g) and imidazole (2.84 g) at 25° C. The mixture was stirred at 25° C. for 12 h. The reaction mixture was poured into water (500 ml) and extracted with ethyl acetate (100 ml×2). The combined organic layer was dried over magnesium sulfate and concentrated in vacuo. The residue was purified by silica gel column chromatography with mixed solvent of n-hexane and ethyl ac... Reactants: [Al+3], C=S, [Cl-], [Cl-], [Cl-], Cc1ccccc1Cl, O=C(Cl)CCCl. The product is Cc1cc(C(=O)CCCl)ccc1Cl. RXN SMILES: [Al+3:16].[C:19]=[S:20].[Cl-:15].[Cl-:17].[Cl-:18].[Cl:1][c:2]1[c:3]([CH3:8])[cH:4][cH:5][cH:6][cH:7]1.[Cl:9][CH2:10][CH2:11][C:12](=[O:13])[Cl:14]>>[Cl:1][c:2]1[c:3]([CH3:8])[cH:4][c:5]([C:12]([CH2:11][CH2:10][Cl:9])=[O:13])[cH:6][cH:7]1. The reactants are O=C(Cl)Oc1ccccc1, CCOc1ccccc1C1(N)C(=O)Nc2ccc(C#N)cc21, c1ccncc1. Yields the product CCOc1ccccc1C1(NC(=O)Oc2ccccc2)C(=O)Nc2ccc(C#N)cc21. RXN SMILES: [Cl:1][C:2](=[O:3])[O:4][c:5]1[cH:6][cH:7][cH:8][cH:9][cH:10]1.[NH2:11][C:12]1([c:24]2[c:25]([O:30][CH2:31][CH3:32])[cH:26][cH:27][cH:28][cH:29]2)[C:13](=[O:23])[NH:14][c:15]2[cH:16][cH:17][c:18]([C:21]#[N:22])[cH:19][c:20]21.[cH:33]1[cH:34][cH:35][n:36][cH:37][cH:38]1>>[C:2](=[O:3])([O:4][c:5]1[cH:6][cH:7][cH:8][cH:9][cH:10]1)[NH:11][C:12]1([c:24]2[c:25]([O:30][CH2:31][CH3:32])[cH:26][cH:27][cH:28][cH:29]2)[C:13](=[O:23])[NH:14][c:15]2[cH:16][cH:17][c:18]([C:21]#[N:22])[cH:19][c:20]21.